From a dataset of the Open Reaction Database (ORD), a public repository of structured organic reaction records. describe an organic reaction: reactants, conditions, products, and yield Reactants: [OH-].[Na+] (sodium hydroxide), OO (hydrogen peroxide), Cl.C(C)SC1=CC2=C(N(C3=C(C=C2CCN(C)C)C=CC=C3)C)C=C1 (2-ethylthio-5-methyl-11-(β-dimethylaminoethyl) [5H] dibenzo (b,f) azepine hydrochloride), ice, O (water). Run in C(C)(=O)O (acetic acid). As a reaction SMILES: OO.Cl.[CH2:4]([S:6][C:7]1[CH:27]=[CH:26][C:10]2[N:11]([CH3:25])[C:12]3[CH:24]=[CH:23][CH:22]=[CH:21][C:13]=3[CH:14]=[C:15]([CH2:16][CH2:17][N:18]([CH3:20])[CH3:19])[C:9]=2[CH:8]=1)[CH3:5].[OH2:28].[OH-:29].[Na+]>C(O)(=O)C>[CH2:4]([S:6]([C:7]1[CH:27]=[CH:26][C:10]2[N:11]([CH3:25])[C:12]3[CH:24]=[CH:23][CH:22]=[CH:21][C:13]=3[CH:14]=[C:15]([CH2:16][CH2:17][N:18]([CH3:20])[CH3:19])[C:9]=2[CH:8]=1)(=[O:29])=[O:28])[CH3:5] |f:1.2,4.5|. Yields the product C(C)S(=O)(=O)C1=CC2=C(N(C3=C(C=C2CCN(C)C)C=CC=C3)C)C=C1 (2-ethylsulfonyl-5-methyl-11-(β-dimethylaminoethyl) [5H] dibenzo (b,f) azepine). Reaction conditions: temperature 65 celsius, time 4 hour. Reported procedure: 5.1 ml of 30% hydrogen peroxide were added dropwise in 10 minutes to a solution of 4.25 g of 2-ethylthio-5-methyl-11-(β-dimethylaminoethyl) [5H] dibenzo (b,f) azepine hydrochloride in 42.5 ml of acetic acid heated to 65°C and the mixture was stirred at 65°C for 4 hours and then was cooled. The mixture was poured into 200 ml of ice and water and the solution was made alkaline by addition of sodium hydroxide. The mixture was extracted with methylene chloride and the organic phase was washed with w... Reactants: FC(C(=O)O)(F)F.N[C@H](C)C=1N(C=CC1C(=O)O)S(=O)(=O)C1=CC=C(C)C=C1 ((R)-2-(1-aminoethyl)-1-tosyl-1H-pyrrole-3-carboxylic acid compound with 2,2,2-trifluoroacetic acid), CCN(C(C)C)C(C)C (DIPEA), C(=O)(O)[O-].[Na+] (NaHCO3), CCCP1(=O)OP(=O)(OP(=O)(O1)CCC)CCC (1-propanephosphonic acid cyclic anhydride). The solvent is CCOC(=O)C (EtOAc). Reaction conditions: time 10 minute. Yields the product C[C@H]1NC(C2=C1N(C=C2)S(=O)(=O)C2=CC=C(C)C=C2)=O ((R)-6-methyl-1-tosyl-5,6-dihydropyrrolo[3,4-b]pyrrol-4(1H)-one). Yield: 105.0%. Reaction SMILES: FC(F)(F)C(O)=O.[NH2:8][C@@H:9]([C:11]1[N:12]([S:19]([C:22]2[CH:28]=[CH:27][C:25]([CH3:26])=[CH:24][CH:23]=2)(=[O:21])=[O:20])[CH:13]=[CH:14][C:15]=1[C:16](O)=[O:17])[CH3:10].CCN(C(C)C)C(C)C.CCCP1(OP(CCC)(=O)OP(CCC)(=O)O1)=O.C([O-])(O)=O.[Na+]>CCOC(C)=O>[CH3:10][C@@H:9]1[C:11]2[N:12]([S:19]([C:22]3[CH:28]=[CH:27][C:25]([CH3:26])=[CH:24][CH:23]=3)(=[O:21])=[O:20])[CH:13]=[CH:14][C:15]=2[C:16](=[O:17])[NH:8]1 |f:0.1,4.5|. Reported procedure: To a slurry of (R)-2-(1-aminoethyl)-1-tosyl-1H-pyrrole-3-carboxylic acid compound with 2,2,2-trifluoroacetic acid (1:1) (702d; 22.83 g, 54.1 mmol) in 150 mL EtOAc at 0° C. was added DIPEA (28.2 mL, 162 mmol). A portion of the slurry seemed to dissolve. After 10 min, 1-propanephosphonic acid cyclic anhydride (T3P) (50 wt. % solution in EtOAc; Matrix Scientific; 35.0 mL, 59.5 mmol) was added and much of the solid dissolved. After 10 min, the still heterogeneous reaction was warmed to RT. After 4 h... The reactants are C(C1=CC=CC=C1)NC(NC1=CC=CC=C1)=S (N'-benzyl-N-phenylthiourea), S(=O)(Cl)Cl (thionyl chloride). Run in O (water). Yields the product C(C1=CC=CC=C1)NC=1SC2=C(N1)C=CC=C2 (2-benzylamino-benzthiazole). RXN SMILES: [CH2:1]([NH:8][C:9](=[S:17])[NH:10][C:11]1[CH:16]=[CH:15][CH:14]=[CH:13][CH:12]=1)[C:2]1[CH:7]=[CH:6][CH:5]=[CH:4][CH:3]=1.S(Cl)(Cl)=O>O>[CH2:1]([NH:8][C:9]1[S:17][C:12]2[CH:13]=[CH:14][CH:15]=[CH:16][C:11]=2[N:10]=1)[C:2]1[CH:3]=[CH:4][CH:5]=[CH:6][CH:7]=1. Reported procedure: 240.0 Parts of N'-benzyl-N-phenylthiourea are added, while stirring, over a period of 90 minutes to 334.6 parts of thionyl chloride of approximately 65° C. The reaction mixture is then refluxed (65° to 70° C.) for 5 hours while stirring. The cyclization melt obtained is hydrolyzed with 3,200 parts of water analogously to Example 53 and further treated as described in said Example. 221.5 Parts (92.3% of the theory) of 2-benzylamino-benzthiazole melting at 159° C. are obtained. Reactants: COC=1C=C(C=CC1)CCC1=C(C=CC=C1)O (2-[2-(3-methoxyphenyl)ethyl]phenol), N(=NC(=O)OCC)C(=O)OCC (diethyl azodicarboxylate), C(C)(C)(C)OC(=O)N1CC(CCC1)O (1-t-butoxycarbonyl-3-hydroxypiperidine), C1(=CC=CC=C1)P(C1=CC=CC=C1)C1=CC=CC=C1 (triphenylphosphine). Product: C(C)(C)(C)OC(=O)N1CC(CCC1)OC1=C(C=CC=C1)CCC1=CC(=CC=C1)OC (1-t-Butoxycarbonyl-3-{2-[2-(3-methoxyphenyl)ethyl]phenoxy}piperidine). Yield: 62.1%. RXN SMILES: [CH3:1][O:2][C:3]1[CH:4]=[C:5]([CH2:9][CH2:10][C:11]2[CH:16]=[CH:15][CH:14]=[CH:13][C:12]=2[OH:17])[CH:6]=[CH:7][CH:8]=1.[C:18]([O:22][C:23]([N:25]1[CH2:30][CH2:29][CH2:28][CH:27](O)[CH2:26]1)=[O:24])([CH3:21])([CH3:20])[CH3:19].C1(P(C2C=CC=CC=2)C2C=CC=CC=2)C=CC=CC=1.N(C(OCC)=O)=NC(OCC)=O>>[C:18]([O:22][C:23]([N:25]1[CH2:30][CH2:29][CH2:28][CH:27]([O:17][C:12]2[CH:13]=[CH:14][CH:15]=[CH:16][C:11]=2[CH2:10][CH2:9][C:5]2[CH:6]=[CH:7][CH:8]=[C:3]([O:2][CH3:1])[CH:4]=2)[CH2:26]1)=[O:24])([CH3:21])([CH3:19])[CH3:20]. Procedure: Following a procedure similar to that described in Example 36(a), 1.50 g of 2-[2-(3-methoxyphenyl)ethyl]phenol (prepared as described in Preparation 20), 2.64 g of 1-t-butoxycarbonyl-3-hydroxypiperidine, 3.44 g of triphenylphosphine and 2.29 g of diethyl azodicarboxylate were reacted. The mixture was then worked up as described in Example 36(a), and the crude product thus obtained was purified by column chromatography through silica gel, using a 7:1 by volume mixture of hexane and ethyl acetate ... Reactants: COC(=O)C#CC(=O)OC (acetylene dicarboxylic acid dimethyl ester), NC1=C(C(=CC=C1)N)C (2,6-diamino-1-methylbenzene). Solvent: CO (methanol), CO (methanol). Run at time 10 minute. Yields the product COC(=O)C1=NC2=C(C3=C(C=C2C(=C1)O)C(=CC(=N3)C(=O)OC)O)C (2,8-dimethoxycarbonyl-4,6-dihydroxy-10-methylpyrido[3,2-g]quinoline). Reaction SMILES: CO[C:3]([C:5]#[C:6][C:7]([O:9][CH3:10])=[O:8])=[O:4].[NH2:11][C:12]1[CH:17]=[CH:16][CH:15]=[C:14]([NH2:18])[C:13]=1[CH3:19]>CO>[CH3:10][O:9][C:7]([C:6]1[CH:5]=[C:3]([OH:4])[C:17]2[C:12](=[C:13]([CH3:19])[C:14]3[N:18]=[C:6]([C:7]([O:9][CH3:10])=[O:8])[CH:5]=[C:3]([OH:4])[C:15]=3[CH:16]=2)[N:11]=1)=[O:8]. Procedure: A solution of acetylene dicarboxylic acid dimethyl ester (2.8g.) in dry methanol (20ml.) was added to a solution of 2,6-diamino-1-methylbenzene (1.2g.) in dry methanol (20ml.), and the mixture heated under reflux for 3 hours. The mixture was then cooled and filtered, and the solid residue of bis anil (1.9g., m.p. 194°-196°C., crystallised from dimethylformamide) was added in portions to boiling diphenyl ether (50ml.), and the mixture was kept at 240°-145°C. for 10 minutes. The mixture was then c... Reactants: Br, CC1(C(=O)O)CCCCC1, COCCn1c(=N)sc2ccccc21. The product is COCCn1c(=NC(=O)C2(C)CCCCC2)sc2ccccc21. As a reaction SMILES: [BrH:1].[CH3:16][C:17]1([C:23](=[O:24])[OH:25])[CH2:18][CH2:19][CH2:20][CH2:21][CH2:22]1.[CH3:2][O:3][CH2:4][CH2:5][n:6]1[c:7](=[NH:15])[s:8][c:9]2[c:10]1[cH:11][cH:12][cH:13][cH:14]2>>[CH3:2][O:3][CH2:4][CH2:5][n:6]1[c:7](=[N:15][C:23]([C:17]2([CH3:16])[CH2:18][CH2:19][CH2:20][CH2:21][CH2:22]2)=[O:24])[s:8][c:9]2[c:10]1[cH:11][cH:12][cH:13][cH:14]2. Reactants:  CC(C)(C(=O)OC)N, COC1=CC=C(C=C1)Br. Reagents/catalysts: CCC(C)(C)[O-].[Na+], CCCCP(C12CC3CC(C1)CC(C3)C2)C45CC6CC(C4)CC(C6)C5, CC(=O)O.CC(=O)O.[Pd]. The solvent is C1=CC=C(C=C1)C(F)(F)F. Conditions: temperature 180 celsius. The product is CC(C)(C(=O)OC)NC1=CC=C(C=C1)OC. The yield is 0.0%. Reported procedure: 1-bromo-4-methoxybenzene (0.060 mL, 0.47 mmol), methyl 2-amino-2-methylpropanoate (0.05 g, 0.43 mmol), sodium 2-methylbutan-2-olate (0.052 g, 0.47 mmol), diacetoxypalladium (2.68 mg, 0.01 mmol) and methyl 2-(4-methoxyphenylamino)-2-methylpropanoate (0.00 µg) was added to a microwave vial. (TRIFLUOROMETHYL)-BENZENE (0.5 mL) was used as solvent (1-1.2 mL/mmol amine). The mixture was heated in microwave at 180° for 60min. No conversion of startingmaterial was observed.